Task: describe an organic reaction: reactants, conditions, products, and yield. Dataset: the Open Reaction Database (ORD), a public repository of structured organic reaction records The reactants are Cc1ccc(S(=O)(=O)Sc2cc(C)c(CO)cc2C(C)(C)C)cc1, O=C([O-])[O-], CCOCC, [K+], [K+], CN(C)C=O, CC(C)C1(CCc2ccncc2)CC(O)=CC(=O)O1. As a reaction SMILES: [C:20]([CH3:21])([CH3:22])([CH3:23])[c:24]1[c:25]([S:33][S:34]([c:35]2[cH:36][cH:37][c:38]([CH3:39])[cH:40][cH:41]2)(=[O:42])=[O:43])[cH:26][c:27]([CH3:32])[c:28]([CH2:30][OH:31])[cH:29]1.[C:44](=[O:45])([O-:46])[O-:47].[CH3:50][CH2:51][O:52][CH2:53][CH3:54].[K+:48].[K+:49].[O:55]=[CH:56][N:57]([CH3:58])[CH3:59].[OH:1][C:2]1=[CH:3][C:4](=[O:19])[O:5][C:6]([CH2:8][CH2:9][c:10]2[cH:11][cH:12][n:13][cH:14][cH:15]2)([CH:16]([CH3:17])[CH3:18])[CH2:7]1>>[OH:1][C:2]1=[C:3]([S:33][c:25]2[c:24]([C:20]([CH3:21])([CH3:22])[CH3:23])[cH:29][c:28]([CH2:30][OH:31])[c:27]([CH3:32])[cH:26]2)[C:4](=[O:19])[O:5][C:6]([CH2:8][CH2:9][c:10]2[cH:11][cH:12][n:13][cH:14][cH:15]2)([CH:16]([CH3:17])[CH3:18])[CH2:7]1. Product: Cc1cc(SC2=C(O)CC(CCc3ccncc3)(C(C)C)OC2=O)c(C(C)(C)C)cc1CO. Reactants: NC1=NC(=CC(=[N+]1[O-])NC(=O)OC)OS(=O)(=O)C1=CC=C(C=C1)C (methyl 2-amino-6-[(p-tolylsulfonyl)oxy]-4-pyrimidinecarbamate-3-oxide), C([O-])(O)=O.[Na+] (sodium bicarbonate), O (water), ClC(=O)OC (methyl chloroformate). Procedure details: 150 g of methyl 2-amino-6-[(p-tolylsulfonyl)oxy]-4-pyrimidinecarbamate-3-oxide are suspended in 2 l of methylene chloride and 2 l of water while stirring. After cooling to 0°-5°, 50 ml of methyl chloroformate are added thereto. After stirring vigorously for about 10 minutes, the mixture is adjusted to a pH of 7-7.5 with about 150 g of sodium bicarbonate. The mixture is subsequently stirred at 0°-5° for a further 3 hours. The organic phase is separated and the aqueous phase is extracted with 1 l ... Reaction conditions: time 10 minute. RXN SMILES: [NH2:1][C:2]1[N+:7]([O-:8])=[C:6]([NH:9][C:10]([O:12][CH3:13])=[O:11])[CH:5]=[C:4]([O:14][S:15]([C:18]2[CH:23]=[CH:22][C:21]([CH3:24])=[CH:20][CH:19]=2)(=[O:17])=[O:16])[N:3]=1.O.Cl[C:27]([O:29][CH3:30])=[O:28].C(=O)(O)[O-].[Na+]>C(Cl)Cl>[C:21]1([CH3:24])[CH:22]=[CH:23][C:18]([S:15]([O:14][C:4]2[N:3]=[C:2]([NH:1][C:27]([O:29][CH3:30])=[O:28])[N+:7]([O-:8])=[C:6]([NH:9][C:10]([O:12][CH3:13])=[O:11])[CH:5]=2)(=[O:17])=[O:16])=[CH:19][CH:20]=1 |f:3.4|. Yields the product C1(=CC=C(C=C1)S(=O)(=O)OC1=CC(=[N+](C(=N1)NC(=O)OC)[O-])NC(=O)OC)C (dimethyl 6-[(p-tolylsulfonyl)oxy]-2,4-pyrimidinedicarbamate-3-oxide). Run in C(Cl)Cl (methylene chloride). The product is CC(Oc1ccc(S(C)(=O)=O)cc1C(=O)N1Cc2cccc(I)c2C1)C(F)(F)F. Reactants: CC(Oc1ccc(S(C)(=O)=O)cc1C(=O)O)C(F)(F)F, Ic1cccc2c1CNC2. Reaction SMILES: [CH3:11][S:12](=[O:13])(=[O:14])[c:15]1[cH:16][cH:17][c:18]([O:24][CH:25]([C:26]([F:27])([F:28])[F:29])[CH3:30])[c:19]([C:20](=[O:21])[OH:22])[cH:23]1.[I:1][c:2]1[c:3]2[c:7]([cH:8][cH:9][cH:10]1)[CH2:6][NH:5][CH2:4]2>>[I:1][c:2]1[c:3]2[c:7]([cH:8][cH:9][cH:10]1)[CH2:6][N:5]([C:20]([c:19]1[c:18]([O:24][CH:25]([C:26]([F:27])([F:28])[F:29])[CH3:30])[cH:17][cH:16][c:15]([S:12]([CH3:11])(=[O:13])=[O:14])[cH:23]1)=[O:21])[CH2:4]2. The reactants are C(C)(=O)OCC (ethyl acetate), Cl.ClC=1C=C2C=CC(=NC2=CC1)N1CCNCC1 (6-chloro-2-piperazin-1-yl-quinoline hydrochloride), N1(CCOCC1)C1=C(C(=O)O)C=C(C=C1)[N+](=O)[O-] (2-morpholin-4-yl-5-nitro-benzoic acid). Solvent: C(C)#N (acetonitrile). Product: ClC=1C=C2C=CC(=NC2=CC1)N1CCN(CC1)C(=O)C1=C(C=CC(=C1)[N+](=O)[O-])N1CCOCC1 ([4-(6-Chloro-quinolin-2-yl)-piperazin-1-yl]-(2-morpholin-4-yl-5-nitro-phenyl) -methanone). Reaction SMILES: Cl.[Cl:2][C:3]1[CH:4]=[C:5]2[C:10](=[CH:11][CH:12]=1)[N:9]=[C:8]([N:13]1[CH2:18][CH2:17][NH:16][CH2:15][CH2:14]1)[CH:7]=[CH:6]2.[N:19]1([C:25]2[CH:33]=[CH:32][C:31]([N+:34]([O-:36])=[O:35])=[CH:30][C:26]=2[C:27](O)=[O:28])[CH2:24][CH2:23][O:22][CH2:21][CH2:20]1.C(OCC)(=O)C>C(#N)C>[Cl:2][C:3]1[CH:4]=[C:5]2[C:10](=[CH:11][CH:12]=1)[N:9]=[C:8]([N:13]1[CH2:14][CH2:15][N:16]([C:27]([C:26]3[CH:30]=[C:31]([N+:34]([O-:36])=[O:35])[CH:32]=[CH:33][C:25]=3[N:19]3[CH2:24][CH2:23][O:22][CH2:21][CH2:20]3)=[O:28])[CH2:17][CH2:18]1)[CH:7]=[CH:6]2 |f:0.1|. Procedure: Prepared in analogy to example 1.1 b) from 6-chloro-2-piperazin-1-yl-quinoline hydrochloride (Example 1.20b) and 2-morpholin-4-yl-5-nitro-benzoic acid (Example 2.1) in acetonitrile. Chromatography (SiO2; ethyl acetate) yields the title compound as a colorless solid. MS (m/e): 482.2 (M+H+; 100%)